From a dataset of the Open Reaction Database (ORD), a public repository of structured organic reaction records. describe an organic reaction: reactants, conditions, products, and yield The reactants are CC1=NC(=NO1)[C@@H](C)NC(OCC1=CC=CC=C1)=O (benzyl [(1R)-1-(5-methyl-1,2,4-oxadiazol-3-yl)ethyl]carbamate), B(Cl)(Cl)Cl (boron trichloride). Run in ClCCl (dichloromethane), ClCCl (dichloromethane). RXN SMILES: [CH3:1][C:2]1[O:6][N:5]=[C:4]([C@H:7]([NH:9]C(=O)OCC2C=CC=CC=2)[CH3:8])[N:3]=1.B(Cl)(Cl)Cl>ClCCl>[CH3:1][C:2]1[O:6][N:5]=[C:4]([C@H:7]([NH2:9])[CH3:8])[N:3]=1. The product is hydrochloride salt, CC1=NC(=NO1)[C@@H](C)N ((1R)-1-(5-methyl-1,2,4-oxadiazol-3-yl)ethanamine). Procedure: To a solution of benzyl [(1R)-1-(5-methyl-1,2,4-oxadiazol-3-yl)ethyl]carbamate (1.10 g, 4.21 mmol) in dichloromethane (40 mL) was added 1 M boron trichloride solution in dichloromethane (21.1 mL, 21.1 mmol) at 0° C. The reaction mixture was allowed to warm from 0° C. to 20° C. over 4 h. The solution was quenched by 5 ml of methanol at 0° C. After warming to ambient temperature, the mixture was concentrated and the residue was washed with 100 mL of diethyl ether (2×) to give the hydrochloride sal... The reactants are CCOC(=O)C(C)(Sc1nc2ccc(O)cc2s1)c1ccccc1, [Na+], [OH-], CCOS(=O)(=O)OCC. Yields the product CCOC(=O)C(C)(Sc1nc2ccc(OCC)cc2s1)c1ccccc1. Reaction SMILES: [CH2:1]([CH3:2])[O:3][C:4]([C:5]([CH3:6])([c:7]1[cH:8][cH:9][cH:10][cH:11][cH:12]1)[S:13][c:14]1[s:15][c:16]2[c:17]([n:18]1)[cH:19][cH:20][c:21]([OH:23])[cH:22]2)=[O:24].[Na+:35].[OH-:34].[S:25]([O:26][CH2:27][CH3:28])([O:31][CH2:29][CH3:30])(=[O:32])=[O:33]>>[CH2:1]([CH3:2])[O:3][C:4]([C:5]([CH3:6])([c:7]1[cH:8][cH:9][cH:10][cH:11][cH:12]1)[S:13][c:14]1[s:15][c:16]2[c:17]([n:18]1)[cH:19][cH:20][c:21]([O:23][CH2:29][CH3:30])[cH:22]2)=[O:24]. The reactants are [BH3-]C#N, CO, NCC(O)c1ccc2ccccc2c1, [Na+], COC(=O)Cc1ccc(OCC(C)=O)cc1, c1ccccc1. The product is COC(=O)Cc1ccc(OCC(C)NCC(O)c2ccc3ccccc3c2)cc1. Reaction SMILES: [C:37]([BH3-:38])#[N:39].[CH3:41][OH:42].[NH2:1][CH2:2][CH:3]([OH:4])[c:5]1[cH:6][c:7]2[cH:8][cH:9][cH:10][cH:11][c:12]2[cH:13][cH:14]1.[Na+:40].[O:15]=[C:16]([CH2:17][O:18][c:19]1[cH:20][cH:21][c:22]([CH2:25][C:26](=[O:27])[O:28][CH3:29])[cH:23][cH:24]1)[CH3:30].[cH:31]1[cH:32][cH:33][cH:34][cH:35][cH:36]1>>[NH:1]([CH2:2][CH:3]([OH:4])[c:5]1[cH:6][c:7]2[cH:8][cH:9][cH:10][cH:11][c:12]2[cH:13][cH:14]1)[CH:16]([CH2:17][O:18][c:19]1[cH:20][cH:21][c:22]([CH2:25][C:26](=[O:27])[O:28][CH3:29])[cH:23][cH:24]1)[CH3:30]. Starting materials: [BH4-], CO, [Na+], O=Cc1ccc(C2OCCO2)c(F)c1. The product is OCc1ccc(C2OCCO2)c(F)c1. Reaction SMILES: [BH4-:15].[CH3:17][OH:18].[Na+:16].[O:1]1[CH:2]([c:6]2[c:7]([F:14])[cH:8][c:9]([CH:10]=[O:11])[cH:12][cH:13]2)[O:3][CH2:4][CH2:5]1>>[O:1]1[CH:2]([c:6]2[c:7]([F:14])[cH:8][c:9]([CH2:10][OH:11])[cH:12][cH:13]2)[O:3][CH2:4][CH2:5]1.